Dataset: the Open Reaction Database (ORD), a public repository of structured organic reaction records. Task: describe an organic reaction: reactants, conditions, products, and yield Reactants: Cl (HCl), O=C1C(=CN=C2N1C1=CC=CC=C1N=C2)C(=O)OCC (ethyl 1-oxo-1H-pyrimido [1,2-a] quinoxaline-2-carboxylate), C(=O)(O)[O-].[Na+] (NaHCO3). Reagents/catalysts: [Pd] (Pd-C). Solvent: C(C)(=O)OCC (ethyl acetate). Reaction conditions: time 5 hour. Product: O=C1C(=CN=C2N1C1=CC=CC=C1NC2)C(=O)OCC (ethyl 5,6-dihydro-1-oxo-1H-pyrimido [1,2-a] quinoxaline-2-carboxylate). Yield: 83.4%. Reaction SMILES: [O:1]=[C:2]1[N:7]2[C:8]3[C:13]([N:14]=[CH:15][C:6]2=[N:5][CH:4]=[C:3]1[C:16]([O:18][CH2:19][CH3:20])=[O:17])=[CH:12][CH:11]=[CH:10][CH:9]=3.Cl.C([O-])(O)=O.[Na+]>C(OCC)(=O)C.[Pd]>[O:1]=[C:2]1[N:7]2[C:8]3[C:13]([NH:14][CH2:15][C:6]2=[N:5][CH:4]=[C:3]1[C:16]([O:18][CH2:19][CH3:20])=[O:17])=[CH:12][CH:11]=[CH:10][CH:9]=3 |f:2.3|. Procedure details: 5.0 g of ethyl 1-oxo-1H-pyrimido [1,2-a] quinoxaline-2-carboxylate [Hermecz et al., J. Chem. Soc. Perkin I, 789 (1977)] were dissolved in 400 ml of ethyl acetate and 1.0 ml of HCl was added thereto followed by 300 mg of 5% Pd-C. The mixture obtained was hydrogenated for 5 hours at room temperature and atmospheric pressure. On completion of the reaction, the solution was made alkaline with NaHCO3 solution addition and filtered over celite. The organic phase was dried over MgSO4 and evaporated to ... Reactants: Nc1cccc(-c2c(Cc3ccccc3)cnc3c(C(F)(F)F)cccc23)c1, O=Cc1cccc(Cl)c1Cl. Yields the product FC(F)(F)c1cccc2c(-c3cccc(NCc4cccc(Cl)c4Cl)c3)c(Cc3ccccc3)cnc12. RXN SMILES: [CH2:1]([c:2]1[cH:3][cH:4][cH:5][cH:6][cH:7]1)[c:8]1[cH:9][n:10][c:11]2[c:12]([C:25]([F:26])([F:27])[F:28])[cH:13][cH:14][cH:15][c:16]2[c:17]1-[c:18]1[cH:19][c:20]([NH2:24])[cH:21][cH:22][cH:23]1.[Cl:29][c:30]1[c:31]([CH:32]=[O:33])[cH:34][cH:35][cH:36][c:37]1[Cl:38]>>[CH2:1]([c:2]1[cH:3][cH:4][cH:5][cH:6][cH:7]1)[c:8]1[cH:9][n:10][c:11]2[c:12]([C:25]([F:26])([F:27])[F:28])[cH:13][cH:14][cH:15][c:16]2[c:17]1-[c:18]1[cH:19][c:20]([NH:24][CH2:32][c:31]2[c:30]([Cl:29])[c:37]([Cl:38])[cH:36][cH:35][cH:34]2)[cH:21][cH:22][cH:23]1.